From a dataset of the Open Reaction Database (ORD), a public repository of structured organic reaction records. describe an organic reaction: reactants, conditions, products, and yield Reactants: C(C)(=O)O[C@@H]1[C@@]2([C@]3(C=CC(C=C3CC[C@H]2[C@@H]2CC(C([C@@]2(C)C1)(SCC)SCC)=O)=O)C)F (11β-(Acetyloxy)-17,17-bis(ethylthio)-9-fluoroandrosta-1,4-diene-3,16-dione), O (water), [OH-].[Na+] (sodium hydroxide). The solvent is CO (methanol), O1CCCC1 (tetrahydrofuran). The product is C(C)SC1([C@]2(C)[C@@H](CC1=O)[C@@H]1CCC3=CC(C=C[C@]3(C)[C@]1([C@H](C2)O)F)=O)SCC (17,17-bis(Ethylthio)-9-fluoro-11β-hydroxyandrosta-1,4-diene-3,16-dione). RXN SMILES: C([O:4][C@H:5]1[CH2:22][C@@:20]2([CH3:21])[C@@H:16]([CH2:17][C:18](=[O:29])[C:19]2([S:26][CH2:27][CH3:28])[S:23][CH2:24][CH3:25])[C@H:15]2[C@@:6]1([F:32])[C@:7]1([CH3:31])[C:12]([CH2:13][CH2:14]2)=[CH:11][C:10](=[O:30])[CH:9]=[CH:8]1)(=O)C.[OH-].[Na+].O>CO.O1CCCC1>[CH2:27]([S:26][C:19]1([S:23][CH2:24][CH3:25])[C:18](=[O:29])[CH2:17][C@H:16]2[C@H:15]3[C@:6]([F:32])([C@@H:5]([OH:4])[CH2:22][C@:20]12[CH3:21])[C@:7]1([CH3:31])[C:12](=[CH:11][C:10](=[O:30])[CH:9]=[CH:8]1)[CH2:13][CH2:14]3)[CH3:28] |f:1.2|. Reported procedure: 11β-(Acetyloxy)-17,17-bis(ethylthio)-9-fluoroandrosta-1,4-diene-3,16-dione was dissolved in a mixture of methanol (3.0 ml) and tetrahydrofuran (3.0 ml) and was exposed to 3 M sodium hydroxide (0.3 ml) for 1.0 hour under an atmosphere of nitrogen. The mixture was then added to water and was extracted with chloroform. The chloroform solution was washed with water, dried (MgSO4) and was evaporated to afford the title compound as a solid (80 mg). One crystallization of this form ethyl acetate-hexane... Reactants: O (Water), [H-].[Na+] (Sodium hydride), ClC=1C=C(C=C(C1)Cl)C1(CC(=NO1)C1=CC=C(C2=CC=CC=C12)C=1C=NNC1)C(F)(F)F (5-(3,5-dichloro-phenyl)-3-[4-(1H-pyrazol-4-yl)-naphthalen-1-yl]-5-trifluoromethyl-4,5-dihydro-isoxazole), ICC(F)(F)F (2-iodo-1,1,1,-trifluoroethane). The solvent is CN(C)C=O (DMF). Run at time 16 hour. Product: ClC=1C=C(C=C(C1)Cl)C1(CC(=NO1)C1=CC=C(C2=CC=CC=C12)C=1C=NN(C1)CC(F)(F)F)C(F)(F)F (5-(3,5-dichloro-phenyl)-3-{4-[1-(2,2,2-trifluoro-ethyl)-1H-pyrazol-4-yl]-naphthalen-1-yl}-5-trifluoromethyl-4,5-dihydro-isoxazole). RXN SMILES: [H-].[Na+].[Cl:3][C:4]1[CH:5]=[C:6]([C:11]2([C:31]([F:34])([F:33])[F:32])[O:15][N:14]=[C:13]([C:16]3[C:25]4[C:20](=[CH:21][CH:22]=[CH:23][CH:24]=4)[C:19]([C:26]4[CH:27]=[N:28][NH:29][CH:30]=4)=[CH:18][CH:17]=3)[CH2:12]2)[CH:7]=[C:8]([Cl:10])[CH:9]=1.I[CH2:36][C:37]([F:40])([F:39])[F:38].O>CN(C=O)C>[Cl:10][C:8]1[CH:7]=[C:6]([C:11]2([C:31]([F:32])([F:34])[F:33])[O:15][N:14]=[C:13]([C:16]3[C:25]4[C:20](=[CH:21][CH:22]=[CH:23][CH:24]=4)[C:19]([C:26]4[CH:30]=[N:29][N:28]([CH2:36][C:37]([F:40])([F:39])[F:38])[CH:27]=4)=[CH:18][CH:17]=3)[CH2:12]2)[CH:5]=[C:4]([Cl:3])[CH:9]=1 |f:0.1|. Procedure: Sodium hydride (2 mg) is added to a solution of 5-(3,5-dichloro-phenyl)-3-[4-(1H-pyrazol-4-yl)-naphthalen-1-yl]-5-trifluoromethyl-4,5-dihydro-isoxazole (3 mg, Example 2) in DMF (0.4 ml) at 0° C. After 1 hour at room temperature 2-iodo-1,1,1,-trifluoroethane (16 mg) is added and the reaction mixture is further stirred for 16 hours at room temperature. Water is added and the reaction mixture is extracted with ethyl acetate. The organic phase is washed with a saturated aqueous solution of NaCl, dri... Starting materials: O (water), C([O-])([O-])=O.[Cs+].[Cs+] (Cesium carbonate), OC1=C(C=C(C=C1)C=1C=C2C=CC(=NC2=CC1)C(=O)OCC)C (ethyl 6-(4-hydroxy-3-methylphenyl)-2-quinolinecarboxylate), ClCC=1C(=NOC1C(C)C)C1=C(C=CC=C1Cl)Cl (4-(chloromethyl)-3-(2,6-dichlorophenyl)-5-(1-methylethyl)isoxazole). Run in CN(C=O)C (N,N-dimethylformamide). Product: ClC1=C(C(=CC=C1)Cl)C1=NOC(=C1COC1=C(C=C(C=C1)C=1C=C2C=CC(=NC2=CC1)C(=O)OCC)C)C(C)C (ethyl 6-[4-({[3-(2,6-dichlorophenyl)-5-(1-methylethyl)-4-isoxazolyl]methyl}oxy)-3-methylphenyl]-2-quinolinecarboxylate). The yield is 21.7%. Reaction SMILES: C(=O)([O-])[O-].[Cs+].[Cs+].[OH:7][C:8]1[CH:13]=[CH:12][C:11]([C:14]2[CH:15]=[C:16]3[C:21](=[CH:22][CH:23]=2)[N:20]=[C:19]([C:24]([O:26][CH2:27][CH3:28])=[O:25])[CH:18]=[CH:17]3)=[CH:10][C:9]=1[CH3:29].Cl[CH2:31][C:32]1[C:33]([C:40]2[C:45]([Cl:46])=[CH:44][CH:43]=[CH:42][C:41]=2[Cl:47])=[N:34][O:35][C:36]=1[CH:37]([CH3:39])[CH3:38].O>CN(C)C=O>[Cl:46][C:45]1[CH:44]=[CH:43][CH:42]=[C:41]([Cl:47])[C:40]=1[C:33]1[C:32]([CH2:31][O:7][C:8]2[CH:13]=[CH:12][C:11]([C:14]3[CH:15]=[C:16]4[C:21](=[CH:22][CH:23]=3)[N:20]=[C:19]([C:24]([O:26][CH2:27][CH3:28])=[O:25])[CH:18]=[CH:17]4)=[CH:10][C:9]=2[CH3:29])=[C:36]([CH:37]([CH3:39])[CH3:38])[O:35][N:34]=1 |f:0.1.2|. Procedure: Cesium carbonate (54.9 mg, 168.6 μmol) was added to ethyl 6-(4-hydroxy-3-methylphenyl)-2-quinolinecarboxylate (47.1 mg, 153.3 μmol) and 4-(chloromethyl)-3-(2,6-dichlorophenyl)-5-(1-methylethyl)isoxazole (51.3 mg, 168.6 μmol) in N,N-dimethylformamide (3.1 mL) at room temperature. The resulting suspension was stirred for twenty hours, then water was added and the reaction mixture was extracted with ethyl acetate. The organic layer was dried over anhydrous magnesium sulfate, then filtered and conce... The reactants are thioimidate, CN(C)N=C1CC=C(C=C1)NC(C(NC(=O)NC1=CC=C(C=C1)Cl)C=1SC=CC1)=O (N-[4-(dimethylaminoimino)phenyl]-2-(2-thienyl)-2-(4-chlorophenylamino-carbonylamino)-acetamide), N1CCCC1 (pyrrolidine), CC(=O)O (HOAc). Run at time 8 hour. The product is N1(CCCC1)N=C1CC=C(C=C1)NC(C(NC(=O)NC1=CC=C(C=C1)Cl)C=1SC=CC1)=O (N-[4-(pyrrolidinylimino)phenyl]-2-(2-thienyl)-2-(4-chlorophenylamino-carbonylamino)-acetamide). Yield: 21.3%. RXN SMILES: [CH3:1][N:2]([N:4]=[C:5]1[CH:10]=[CH:9][C:8]([NH:11][C:12](=[O:30])[CH:13]([C:25]2[S:26][CH:27]=[CH:28][CH:29]=2)[NH:14][C:15]([NH:17][C:18]2[CH:23]=[CH:22][C:21]([Cl:24])=[CH:20][CH:19]=2)=[O:16])=[CH:7][CH2:6]1)[CH3:3].N1CC[CH2:33][CH2:32]1.CC(O)=O>>[N:2]1([N:4]=[C:5]2[CH:6]=[CH:7][C:8]([NH:11][C:12](=[O:30])[CH:13]([C:25]3[S:26][CH:27]=[CH:28][CH:29]=3)[NH:14][C:15]([NH:17][C:18]3[CH:19]=[CH:20][C:21]([Cl:24])=[CH:22][CH:23]=3)=[O:16])=[CH:9][CH2:10]2)[CH2:1][CH2:33][CH2:32][CH2:3]1. Procedure details: To the thioimidate solution in MeOH (4 mL, 0.24 mmol) from Example 19, a pre-mixed pyrrolidine (0.11 mL, 1.32 mmol) and HOAc (0.11 mL, 1.92 mmol) were added. The mixture was then stirred at room temperature overnight. After being concentrated in vacuo, the residue was purified by HPLC to give a white powder (24 mg). MS 482.1 and 484.1 (M+H, Cl pattern).